Dataset: the Open Reaction Database (ORD), a public repository of structured organic reaction records. Task: describe an organic reaction: reactants, conditions, products, and yield Reactants: S(=O)(Cl)Cl (thionyl chloride), C(=O)(O)C1=CN(C2=CC=CC=C12)C1=CC=NC2=CC=C(C=C12)C(F)(F)F (3-carboxy-1-(6-(trifluoromethyl)quinol-4-yl)-1H-indole). Procedure: 5 cm3 of thionyl chloride are added to 0.713 g (2 mmol) of 3-carboxy-1-(6-(trifluoromethyl)quinol-4-yl)-1H-indole under an argon atmosphere. After stirring at reflux for 2 hours, the reaction mixture is concentrated to dryness under reduced pressure (2.7 kPa), successively triturated three times with 20 cm3 of dichloromethane and then concentrated to dryness under reduced pressure (2.7 kPa) to give 0.85 g of 3-chlorocarbonyl-1-(6-(trifluoromethyl)quinol-4-yl)-1H-indole hydrochloride in the form ... RXN SMILES: S(Cl)([Cl:3])=O.[C:5]([C:8]1[C:16]2[C:11](=[CH:12][CH:13]=[CH:14][CH:15]=2)[N:10]([C:17]2[C:26]3[C:21](=[CH:22][CH:23]=[C:24]([C:27]([F:30])([F:29])[F:28])[CH:25]=3)[N:20]=[CH:19][CH:18]=2)[CH:9]=1)(O)=[O:6]>>[ClH:3].[Cl:3][C:5]([C:8]1[C:16]2[C:11](=[CH:12][CH:13]=[CH:14][CH:15]=2)[N:10]([C:17]2[C:26]3[C:21](=[CH:22][CH:23]=[C:24]([C:27]([F:30])([F:29])[F:28])[CH:25]=3)[N:20]=[CH:19][CH:18]=2)[CH:9]=1)=[O:6] |f:2.3|. The product is Cl.ClC(=O)C1=CN(C2=CC=CC=C12)C1=CC=NC2=CC=C(C=C12)C(F)(F)F (3-chlorocarbonyl-1-(6-(trifluoromethyl)quinol-4-yl)-1H-indole hydrochloride). Reactants: O (water), FC(C(C(=O)O)(C)O)(F)F (3,3,3-trifluoro-2-hydroxy-2-methylpropanoic acid), COC=1C=C(C(=O)C2=CC=CC=C2)C=CC1N (3-Methoxy-4-aminobenzophenone), S(=O)(Cl)Cl (thionyl chloride). Solvent: CN(C(C)=O)C (N,N-dimethylacetamide). Conditions: time 1 hour. The product is C(C1=CC=CC=C1)(=O)C1=CC(=C(C=C1)NC(C(C(F)(F)F)(C)O)=O)OC (N-(4-Benzoyl-2-methoxyphenyl)-3,3,3,-trifluoro-2-hydroxy-2-methylpropanamide). Isolated yield 45.8%. Reaction SMILES: [F:1][C:2]([F:10])([F:9])[C:3]([OH:8])([CH3:7])[C:4](O)=[O:5].S(Cl)(Cl)=O.[CH3:15][O:16][C:17]1[CH:18]=[C:19]([CH:28]=[CH:29][C:30]=1[NH2:31])[C:20]([C:22]1[CH:27]=[CH:26][CH:25]=[CH:24][CH:23]=1)=[O:21].O>CN(C)C(=O)C>[C:20]([C:19]1[CH:28]=[CH:29][C:30]([NH:31][C:4](=[O:5])[C:3]([OH:8])([CH3:7])[C:2]([F:10])([F:9])[F:1])=[C:17]([O:16][CH3:15])[CH:18]=1)(=[O:21])[C:22]1[CH:23]=[CH:24][CH:25]=[CH:26][CH:27]=1. Procedure details: To a stirred, cooled (-20° C.) solution of 3,3,3-trifluoro-2-hydroxy-2-methylpropanoic acid (0.52 g) in N,N-dimethylacetamide (5 mL) was rapidly added thionyl chloride (0.39 g) and the mixture stirred at -10° to -20° C. for 1 hour. 3-Methoxy-4-aminobenzophenone (0.50 g) was then added in one portion and the mixture allowed to stir at room temperature overnight. The solution was poured into water and the aqueous phase decanted from the resulting oily solid. Chromatography (eluent methylene chlori... Reactants: C(C)(C)(C)OC(=O)N1CCC(=CC1)C1=CC2=C(N=CN=C2Cl)N1S(=O)(=O)C1=CC=CC=C1 (4-(7-Benzenesulfonyl-4-chloro-7H-pyrrolo[2,3-d]pyrimidin-6-yl)-3,6-dihydro-2H-pyridine-1-carboxylic acid tert-butyl ester), NC=1C=C2C=CNC2=CC1 (5-aminoindole). The solvent is C(CCC)O (butanol). Run at temperature 80 celsius, time 1 hour. Product: C(C)(C)(C)OC(=O)N1CCC(=CC1)C1=CC2=C(N=CN=C2NC=2C=C3C=CNC3=CC2)N1S(=O)(=O)C1=CC=CC=C1 (4-[7-Benzenesulfonyl-4-(1H-indol-5-ylamino)-7H-pyrrolo[2,3-d]-pyrimidin-6-yl]-3,6-dihydro-2H-pyridine-1-carboxylic acid tert-butyl ester). As a reaction SMILES: [C:1]([O:5][C:6]([N:8]1[CH2:13][CH:12]=[C:11]([C:14]2[N:23]([S:24]([C:27]3[CH:32]=[CH:31][CH:30]=[CH:29][CH:28]=3)(=[O:26])=[O:25])[C:17]3[N:18]=[CH:19][N:20]=[C:21](Cl)[C:16]=3[CH:15]=2)[CH2:10][CH2:9]1)=[O:7])([CH3:4])([CH3:3])[CH3:2].[NH2:33][C:34]1[CH:35]=[C:36]2[C:40](=[CH:41][CH:42]=1)[NH:39][CH:38]=[CH:37]2>C(O)CCC>[C:1]([O:5][C:6]([N:8]1[CH2:13][CH:12]=[C:11]([C:14]2[N:23]([S:24]([C:27]3[CH:32]=[CH:31][CH:30]=[CH:29][CH:28]=3)(=[O:26])=[O:25])[C:17]3[N:18]=[CH:19][N:20]=[C:21]([NH:33][C:34]4[CH:35]=[C:36]5[C:40](=[CH:41][CH:42]=4)[NH:39][CH:38]=[CH:37]5)[C:16]=3[CH:15]=2)[CH2:10][CH2:9]1)=[O:7])([CH3:4])([CH3:3])[CH3:2]. Procedure details: 4-(7-Benzenesulfonyl-4-chloro-7H-pyrrolo[2,3-d]pyrimidin-6-yl)-3,6-dihydro-2H-pyridine-1-carboxylic acid tert-butyl ester (150 mg, 0.31 mmol) in butanol (5 mL) was treated with 5-aminoindole (50 mg, 0.38 mmol) and heated to 80° C. for 2 h and then 85° C. for 1 h. The mixture was evaporated to dryness and pre-absorbed onto silica. Purification on silica by elution with dichloromethane:methanol (97:3) yielded a slightly pink solid. 1H NMR (d6-DMSO, 400 MHz) 9.4(NH), 8.3(1H, s), 8.0(2H,d), 7.9(1H,s... Reactants: CC(C)CCBr, CCC=C(C)C=O, Cl, [Mg]. The product is CCC=C(C)C(O)CCC(C)C. RXN SMILES: [CH2:2]([CH2:3][CH:4]([CH3:5])[CH3:6])[Br:7].[CH3:8][C:9]([CH:10]=[O:11])=[CH:12][CH2:13][CH3:14].[ClH:15].[Mg:1]>>[CH2:2]([CH2:3][CH:4]([CH3:5])[CH3:6])[CH:10]([C:9]([CH3:8])=[CH:12][CH2:13][CH3:14])[OH:11].